Dataset: the Open Reaction Database (ORD), a public repository of structured organic reaction records. Task: describe an organic reaction: reactants, conditions, products, and yield Starting materials: crude product, C(CCC)(=O)OC[C@@H]1OC1 ((2R)-oxiran-2-ylmethyl butyrate), C(C)OC(C1=CC(=NN1C)C1=CC=C(C=C1)NC(OCC1=CC=CC=C1)=O)OCC (Benzyl 4-[5-(diethoxymethyl)-1-methyl-1H-pyrazol-3-yl]phenylcarbamate), C(C)OC(C1=CC(=NN1C)C1=CC=C(C=C1)NC(OCC1=CC=CC=C1)=O)OCC (Benzyl 4-[5-(diethoxymethyl)-1-methyl-1H-pyrazol-3-yl]phenylcarbamate), [Li]CCCC (nBuLi), solution, aldehyde, C(OC)(OC)OC (trimethyl orthoformate), Cl (HCl). The reagents and catalysts are C12(C(=O)CC(CC1)C2(C)C)CS(=O)(=O)O (camphorsulfonic acid). The solvent is C1CCOC1 (THF), C1CCOC1 (THF), hexanes, C(C)N(CC)CC (Triethylamine), CO (methanol). Reaction conditions: time 25 minute. Yields the product COC(C1=CC(=NN1C)C1=CC=C(C=C1)N1C(O[C@H](C1)CO)=O)OC ((5R)-3-{4-[5-(Dimethoxymethyl)-1-methyl-1H-pyrazol-3-yl]phenyl}-5-(hydroxymethyl)-1,3-oxazolidin-2-one). Yield: 49.5%. Reaction SMILES: [CH2:1]([O:3][CH:4]([O:28][CH2:29]C)[C:5]1[N:9]([CH3:10])[N:8]=[C:7]([C:11]2[CH:16]=[CH:15][C:14]([NH:17][C:18](=[O:27])[O:19][CH2:20][C:21]3C=CC=CC=3)=[CH:13][CH:12]=2)[CH:6]=1)C.[Li]CCCC.[C:36](OC[C@H]1CO1)(=[O:40])CCC.Cl.C(OC)(OC)OC>C1COCC1.C12(CS(O)(=O)=O)C(C)(C)C(CC1)CC2=O.C(N(CC)CC)C.CO>[CH3:1][O:3][CH:4]([O:28][CH3:29])[C:5]1[N:9]([CH3:10])[N:8]=[C:7]([C:11]2[CH:16]=[CH:15][C:14]([N:17]3[CH2:21][C@H:20]([CH2:36][OH:40])[O:19][C:18]3=[O:27])=[CH:13][CH:12]=2)[CH:6]=1. Procedure details: Benzyl 4-[5-(diethoxymethyl)-1-methyl-1H-pyrazol-3-yl]phenylcarbamate (Intermediate 11, 8.29 g, 20.2 mmol), was dissolved in THF (150 ml) and cooled to −70° C. nBuLi (15 ml of a 1.6 M solution in hexanes, 24 mmol) was added dropwise over 10 min. After 25 min at −70° C., (2R)-oxiran-2-ylmethyl butyrate (3.7 ml, 26.2 mmol) was added and the solution was allowed to warm slowly to room temperature over 16 hours. The mixture was poured into 0.25M HCl and extracted with ethyl acetate, the organic laye... The reactants are FC([C@@H]1CC[C@H](CC1)C=O)(F)F (trans-4-Trifluoromethyl-1-formylcyclohexane), C(CCCC)[C@@H]1CC[C@H](CC1)C(C(O)O)C (2-(trans-4-pentylcyclohexyl)propanediol), C1(=CC=CC=C1)C (toluene). The solvent is O (water). The product is FC([C@@H]1CC[C@H](CC1)C1OCC(CO1)[C@@H]1CC[C@H](CC1)CCCCC)(F)F (2-(trans-4-Trifluoromethylcyclohexyl)-5-(trans-4-pentylcyclohexyl)-1,3-dioxane). Reaction SMILES: [F:1][C:2]([F:12])([F:11])[C@H:3]1[CH2:8][CH2:7][C@H:6]([CH:9]=[O:10])[CH2:5][CH2:4]1.[CH2:13]([C@H:18]1[CH2:23][CH2:22][C@H:21]([CH:24]([CH3:28])[CH:25](O)[OH:26])[CH2:20][CH2:19]1)[CH2:14][CH2:15][CH2:16][CH3:17].C1(C)C=CC=CC=1>O>[F:1][C:2]([F:11])([F:12])[C@H:3]1[CH2:4][CH2:5][C@H:6]([CH:9]2[O:26][CH2:25][CH:24]([C@H:21]3[CH2:20][CH2:19][C@H:18]([CH2:13][CH2:14][CH2:15][CH2:16][CH3:17])[CH2:23][CH2:22]3)[CH2:28][O:10]2)[CH2:7][CH2:8]1. Reported procedure: A mixture of 0.02 mol of tras-4-trifluoromethyl-1-formylcyclohexane (prepared as in Example 3), 0.02 mol of 2-(trans-4-pentylcyclohexyl)propanediol (prepared as in DE 3,227,916), 30 ml of toluene and 0.5 g of pTSOH is heated for 6 hours on a water separator. The product is obtained after customary work-up and crystallization. Reactants: FC1=C(C(=CC=C1)F)C=1OC2=C(C(=CC(=C2C(C1)=O)OC)OC)[C@H]1[C@@H](N(CC1)C)CO ((+)-trans-2-(2,6-Difluoro-phenyl)-8-(2-hydroxymethyl-1-methyl-pyrrolidin-3-yl)-5,7-dimethoxy-chromen-4-one), Cl.N1=CC=CC=C1 (pyridine hydrochloride). The product is FC1=C(C(=CC=C1)F)C=1OC2=C(C(=CC(=C2C(C1)=O)O)O)[C@H]1[C@@H](N(CC1)C)CO ((+)-trans-2-(2,6-Difluoro-phenyl)-5,7-dihydroxy-8-(2-hydroxymethyl-1-methyl-pyrrolidin-3-yl)-chromen-4-one). RXN SMILES: [F:1][C:2]1[CH:7]=[CH:6][CH:5]=[C:4]([F:8])[C:3]=1[C:9]1[O:10][C:11]2[C:16]([C:17](=[O:19])[CH:18]=1)=[C:15]([O:20]C)[CH:14]=[C:13]([O:22]C)[C:12]=2[C@@H:24]1[CH2:28][CH2:27][N:26]([CH3:29])[C@H:25]1[CH2:30][OH:31].Cl.N1C=CC=CC=1>>[F:1][C:2]1[CH:7]=[CH:6][CH:5]=[C:4]([F:8])[C:3]=1[C:9]1[O:10][C:11]2[C:16]([C:17](=[O:19])[CH:18]=1)=[C:15]([OH:20])[CH:14]=[C:13]([OH:22])[C:12]=2[C@@H:24]1[CH2:28][CH2:27][N:26]([CH3:29])[C@H:25]1[CH2:30][OH:31] |f:1.2|. Reported procedure: Compound of example 79 (0.09 g, 0.208 mmol) subjected to demethylation using pyridine hydrochloride (1 g, 8.66 mmol), as described in example 17, afforded the title compound.